Dataset: the Open Reaction Database (ORD), a public repository of structured organic reaction records. Task: describe an organic reaction: reactants, conditions, products, and yield Starting materials: CCOC(=O)Cc1ccc(Oc2ccc3ncccc3c2[N+](=O)[O-])c(OC)c1, CCO. The product is CCOC(=O)Cc1ccc(Oc2ccc3ncccc3c2N)c(OC)c1. As a reaction SMILES: [CH3:1][O:2][c:3]1[cH:4][c:5]([CH2:23][C:24](=[O:25])[O:26][CH2:27][CH3:28])[cH:6][cH:7][c:8]1[O:9][c:10]1[c:11]([N+:20]([O-:21])=[O:22])[c:12]2[cH:13][cH:14][cH:15][n:16][c:17]2[cH:18][cH:19]1.[CH3:29][CH2:30][OH:31]>>[CH3:1][O:2][c:3]1[cH:4][c:5]([CH2:23][C:24](=[O:25])[O:26][CH2:27][CH3:28])[cH:6][cH:7][c:8]1[O:9][c:10]1[c:11]([NH2:20])[c:12]2[cH:13][cH:14][cH:15][n:16][c:17]2[cH:18][cH:19]1. Reactants: ClC=1N=C(C2=C(N1)SC(=N2)CN2CC(C2)N2CCS(CC2)(=O)=O)N2CCOCC2 (5-chloro-2-[3-(1,1-dioxo-1-thiomorpholin-4-yl)azetidin-1-ylmethyl]-7-morpholin-4-ylthiazolo[5,4-d]pyrimidine), CC=1NC2=C(N1)C=CC=C2 (2-methylbenzimidazole), CC(C)C1=CC(=C(C(=C1)C(C)C)C2=C(C=CC=C2)P(C3CCCCC3)C4CCCCC4)C(C)C (Xphos), C(=O)([O-])[O-].[Cs+].[Cs+] (Cs2CO3). The reagents and catalysts are C=1C=CC(=CC1)/C=C/C(=O)/C=C/C2=CC=CC=C2.C=1C=CC(=CC1)/C=C/C(=O)/C=C/C2=CC=CC=C2.C=1C=CC(=CC1)/C=C/C(=O)/C=C/C2=CC=CC=C2.[Pd].[Pd] (tris(dibenzylideneacetone)dipalladium). Run in O1CCOCC1 (dioxane). Conditions: temperature 145 celsius. The product is CC1=NC2=C(N1C=1N=C(C3=C(N1)SC(=N3)CN3CC(C3)N3CCS(CC3)(=O)=O)N3CCOCC3)C=CC=C2 (4-(5-(2-methyl-1H-benzo[d]imidazol-1-yl)-2-((3-(1,1-dioxo-thiomorpholino)azetidin-1-yl)methyl)thiazolo[5,4-d]pyrimidin-7-yl)morpholine). Isolated yield 40.4%. Reaction SMILES: Cl[C:2]1[N:3]=[C:4]([N:24]2[CH2:29][CH2:28][O:27][CH2:26][CH2:25]2)[C:5]2[N:10]=[C:9]([CH2:11][N:12]3[CH2:15][CH:14]([N:16]4[CH2:21][CH2:20][S:19](=[O:23])(=[O:22])[CH2:18][CH2:17]4)[CH2:13]3)[S:8][C:6]=2[N:7]=1.[CH3:30][C:31]1[NH:32][C:33]2[CH:39]=[CH:38][CH:37]=[CH:36][C:34]=2[N:35]=1.CC(C1C=C(C(C)C)C(C2C=CC=CC=2P(C2CCCCC2)C2CCCCC2)=C(C(C)C)C=1)C.C([O-])([O-])=O.[Cs+].[Cs+]>O1CCOCC1.C1C=CC(/C=C/C(/C=C/C2C=CC=CC=2)=O)=CC=1.C1C=CC(/C=C/C(/C=C/C2C=CC=CC=2)=O)=CC=1.C1C=CC(/C=C/C(/C=C/C2C=CC=CC=2)=O)=CC=1.[Pd].[Pd]>[CH3:30][C:31]1[N:35]([C:2]2[N:3]=[C:4]([N:24]3[CH2:25][CH2:26][O:27][CH2:28][CH2:29]3)[C:5]3[N:10]=[C:9]([CH2:11][N:12]4[CH2:13][CH:14]([N:16]5[CH2:17][CH2:18][S:19](=[O:22])(=[O:23])[CH2:20][CH2:21]5)[CH2:15]4)[S:8][C:6]=3[N:7]=2)[C:34]2[CH:36]=[CH:37][CH:38]=[CH:39][C:33]=2[N:32]=1 |f:3.4.5,7.8.9.10.11|. Procedure: A mixture of 5-chloro-2-[3-(1,1-dioxo-1-thiomorpholin-4-yl)azetidin-1-ylmethyl]-7-morpholin-4-ylthiazolo[5,4-d]pyrimidine (150 mg, 0.33 mmol), 2-methylbenzimidazole (52 mg, 0.39 mmol), tris(dibenzylideneacetone)dipalladium (15 mg, 0.02 mmol), Xphos (31 mg, 0.07 mmol) and Cs2CO3 (213 mg, 0.65 mmol) in dioxane (3 mL) was purged with argon then heated at 145° C. for 45 min in a microwave reactor. The reaction mixture was filtered through a pad of celite, washing with EtOAc. The filtrate was concent... Starting materials: N1CCC(CC1)N1N=CC(=C1)C1=CC=2N(N=C1)C(=CN2)C=2C=C(C=CC2)NC(=O)NCC(F)(F)F (N-{3-[7-(1-piperidin-4-yl-1H-pyrazol-4-yl)imidazo[1,2-b]pyridazin-3-yl]phenyl}-N′-(2,2,2-trifluoroethyl)urea), C(C1=CC=CC=C1)N=C=O (benzyl isocyanate). Product: C(C1=CC=CC=C1)NC(=O)N1CCC(CC1)N1N=CC(=C1)C1=CC=2N(N=C1)C(=CN2)C2=CC(=CC=C2)NC(=O)NCC(F)(F)F (N-Benzyl-4-(4-{3-[3-({[(2,2,2-trifluoroethyl)amino]carbonyl}amino)phenyl]imidazo[1,2-b]pyridazin-7-yl}-1H-pyrazol-1-yl)piperidine-1-carboxamide). As a reaction SMILES: [NH:1]1[CH2:6][CH2:5][CH:4]([N:7]2[CH:11]=[C:10]([C:12]3[CH:17]=[N:16][N:15]4[C:18]([C:21]5[CH:22]=[C:23]([NH:27][C:28]([NH:30][CH2:31][C:32]([F:35])([F:34])[F:33])=[O:29])[CH:24]=[CH:25][CH:26]=5)=[CH:19][N:20]=[C:14]4[CH:13]=3)[CH:9]=[N:8]2)[CH2:3][CH2:2]1.[CH2:36]([N:43]=[C:44]=[O:45])[C:37]1[CH:42]=[CH:41][CH:40]=[CH:39][CH:38]=1>>[CH2:36]([NH:43][C:44]([N:1]1[CH2:6][CH2:5][CH:4]([N:7]2[CH:11]=[C:10]([C:12]3[CH:17]=[N:16][N:15]4[C:18]([C:21]5[CH:26]=[CH:25][CH:24]=[C:23]([NH:27][C:28]([NH:30][CH2:31][C:32]([F:33])([F:35])[F:34])=[O:29])[CH:22]=5)=[CH:19][N:20]=[C:14]4[CH:13]=3)[CH:9]=[N:8]2)[CH2:3][CH2:2]1)=[O:45])[C:37]1[CH:42]=[CH:41][CH:40]=[CH:39][CH:38]=1. Procedure details: This compound was prepared by using procedures analogous to those described for the synthesis of Example 30 (Step 6) starting from N-{3-[7-(1-piperidin-4-yl-1H-pyrazol-4-yl)imidazo[1,2-b]pyridazin-3-yl]phenyl}-N′-(2,2,2-trifluoroethyl)urea and benzyl isocyanate (Aldrich, Cat. No. 227269). LCMS (M+H)+: m/z=618.2.